From a dataset of the Open Reaction Database (ORD), a public repository of structured organic reaction records. describe an organic reaction: reactants, conditions, products, and yield Reactants: N1C=C(C2=CC=CC=C12)\C=C\1/OC2=C(C1=O)C=CC(=C2)O ((Z)-2-[(1H-indol-3-yl)methylene]-6-hydroxybenzofuran-3(2H)-one), CN(CCCNC)C (N,N,N′-trimethylpropane-1,3-diamine), C=O (formaldehyde). Solvent: C(C)O (ethanol). Conditions: temperature 80 celsius, time 8 hour. Yields the product N1C=C(C2=CC=CC=C12)\C=C\1/OC2=C(C1=O)C=CC(=C2CN(C)CCCN(C)C)O ((Z)-2-[(1H-indol-3-yl)methylene]-7-({[3-(dimethylamino)propyl](methyl)amino}methyl)-6-hydroxybenzofuran-3(2H)-one). The yield is 53.8%. Reaction SMILES: [NH:1]1[C:9]2[C:4](=[CH:5][CH:6]=[CH:7][CH:8]=2)[C:3](/[CH:10]=[C:11]2\[O:12][C:13]3[CH:20]=[C:19]([OH:21])[CH:18]=[CH:17][C:14]=3[C:15]\2=[O:16])=[CH:2]1.[CH3:22][N:23]([CH3:29])[CH2:24][CH2:25][CH2:26][NH:27][CH3:28].[CH2:30]=O>C(O)C>[NH:1]1[C:9]2[C:4](=[CH:5][CH:6]=[CH:7][CH:8]=2)[C:3](/[CH:10]=[C:11]2\[O:12][C:13]3[C:20]([CH2:22][N:23]([CH2:24][CH2:25][CH2:26][N:27]([CH3:30])[CH3:28])[CH3:29])=[C:19]([OH:21])[CH:18]=[CH:17][C:14]=3[C:15]\2=[O:16])=[CH:2]1. Procedure: A solution of (Z)-2-[(1H-indol-3-yl)methylene]-6-hydroxybenzofuran-3(2H)-one (0.030 g, 0.11 mmol) obtained in Example A1, Step 1 in ethanol (2.0 mL) was added with N,N,N′-trimethylpropane-1,3-diamine (0.015 g, 0.13 mmol), and 37% aqueous formaldehyde (0.011 g, 0.13 mmol), and the mixture was stirred overnight at 80° C. in a sealed tube. The solvent was evaporated under reduced pressure, and then the residue was subjected to silica gel column chromatography (aminopropyl silica was used, eluted wi... The reactants are COC1=C2CC=CCC2=CC=C1 (1,4-dihydro-5-methoxynaphthalene), ClC1=CC(=CC=C1)C(=O)OO (m-chloro-perbenzoic acid). The solvent is C(Cl)Cl (methylene chloride). Reaction conditions: time 15 hour. Yields the product COC1=C2CC3C(O3)CC2=CC=C1 (1a,2,7,7a-tetrahydro-3-methoxynaphth[2,3-b]oxirane). As a reaction SMILES: [CH3:1][O:2][C:3]1[CH:12]=[CH:11][CH:10]=[C:9]2[C:4]=1[CH2:5][CH:6]=[CH:7][CH2:8]2.ClC1C=CC=C(C(OO)=[O:21])C=1>C(Cl)Cl>[CH3:1][O:2][C:3]1[CH:12]=[CH:11][CH:10]=[C:9]2[C:4]=1[CH2:5][CH:6]1[O:21][CH:7]1[CH2:8]2. Procedure details: 3.00 g (0.019M) of 1,4-dihydro-5-methoxynaphthalene are dissolved in 52 ml of methylene chloride, and cooled with an ice bath to 0°. 3.07 g (0.018M) of m-chloro-perbenzoic acid are subsequently added to this solution over the course of one minute. The ice bath is removed, and the reaction mixture is stirred for 15 hours at room temperature. The suspension is then added to a mixture of 20 ml of 10% sodium hydroxide and 40 g of ice. The organic phase is separated, and the aqueous phase is extracte... Run at temperature 50 celsius, time 2 hour. The yield is 56.0%. Reported procedure: 1-Methylpiperazine (0.160 mL, 1.44 mmol) was added to a solution of 2-(methylsulfonyl)-4-(tributylstannyl)pyrimidine (0.250 g, 0.481 mmol, synthesized as described in Majeed, A. J., et al. Tetrahedron 1989, 45, 993-1006) and 1,4-dioxane (1.0 mL) under nitrogen. After about 2 h, the solution was warmed to about 50° C. After about 30 min, the solution was warmed to about 80° C. After about 30 min, a reflux condenser was attached and the solution was warmed to about 100° C. After about 16 h, the br... Solvent: O (Water). Reactants: CN1CCNCC1 (1-Methylpiperazine), CS(=O)(=O)C1=NC=CC(=N1)[Sn](CCCC)(CCCC)CCCC (2-(methylsulfonyl)-4-(tributylstannyl)pyrimidine), O1CCOCC1 (1,4-dioxane). Yields the product CN1CCN(CC1)C1=NC=CC(=N1)[Sn](CCCC)(CCCC)CCCC (2-(4-methylpiperazin-1-yl)-4-(tributylstannyl)pyrimidine). As a reaction SMILES: [CH3:1][N:2]1[CH2:7][CH2:6][NH:5][CH2:4][CH2:3]1.CS([C:12]1[N:17]=[C:16]([Sn:18]([CH2:27][CH2:28][CH2:29][CH3:30])([CH2:23][CH2:24][CH2:25][CH3:26])[CH2:19][CH2:20][CH2:21][CH3:22])[CH:15]=[CH:14][N:13]=1)(=O)=O.O1CCOCC1>O>[CH3:1][N:2]1[CH2:7][CH2:6][N:5]([C:12]2[N:17]=[C:16]([Sn:18]([CH2:23][CH2:24][CH2:25][CH3:26])([CH2:27][CH2:28][CH2:29][CH3:30])[CH2:19][CH2:20][CH2:21][CH3:22])[CH:15]=[CH:14][N:13]=2)[CH2:4][CH2:3]1. The reactants are C1CCOC1, O=C(N=C=S)c1ccc([N+](=O)[O-])cc1, NC1(CCO)c2cc(Br)ccc2Oc2cnc(Cl)cc21. The product is O=C(NC(=S)NC1(CCO)c2cc(Br)ccc2Oc2cnc(Cl)cc21)c1ccc([N+](=O)[O-])cc1. RXN SMILES: [CH2:35]1[O:36][CH2:37][CH2:38][CH2:39]1.[N+:21](=[O:22])([O-:23])[c:24]1[cH:25][cH:26][c:27]([C:28](=[O:29])[N:30]=[C:31]=[S:32])[cH:33][cH:34]1.[NH2:1][C:2]1([CH2:18][CH2:19][OH:20])[c:3]2[cH:4][c:5]([Br:17])[cH:6][cH:7][c:8]2[O:9][c:10]2[cH:11][n:12][c:13]([Cl:16])[cH:14][c:15]21>>[NH:1]([C:2]1([CH2:18][CH2:19][OH:20])[c:3]2[cH:4][c:5]([Br:17])[cH:6][cH:7][c:8]2[O:9][c:10]2[cH:11][n:12][c:13]([Cl:16])[cH:14][c:15]21)[C:31]([NH:30][C:28]([c:27]1[cH:26][cH:25][c:24]([N+:21](=[O:22])[O-:23])[cH:34][cH:33]1)=[O:29])=[S:32]. The reactants are [BH4-].[Na+] (NaBH4), Cl (HCl), C(#N)C=1OC2=C(C1C)C=CC(=C2)C(=O)[O-] (2-Cyano-3-methylbenzofuran-6-carboxylate), [Cl-].[Cl-].[Ca+2] (CaCl2). Run in C1CCOC1 (THF), CCO (EtOH). Conditions: temperature 0 celsius. Product: OCC1=CC2=C(C(=C(O2)C#N)C)C=C1 (6-(hydroxymethyl)-3-methylbenzofuran-2-carbonitrile). Isolated yield 49.6%. RXN SMILES: [C:1]([C:3]1[O:4][C:5]2[CH:12]=[C:11]([C:13]([O-])=[O:14])[CH:10]=[CH:9][C:6]=2[C:7]=1[CH3:8])#[N:2].[Cl-].[Cl-].[Ca+2].[BH4-].[Na+].Cl>CCO.C1COCC1>[OH:14][CH2:13][C:11]1[CH:10]=[CH:9][C:6]2[C:7]([CH3:8])=[C:3]([C:1]#[N:2])[O:4][C:5]=2[CH:12]=1 |f:1.2.3,4.5|. Procedure details: 2-Cyano-3-methylbenzofuran-6-carboxylate (540 mg, 2.51 mmol) was dissolved in 17 mL of EtOH, and CaCl2 (557 mg, 5.02 mmol) was added and the mixture was briefly stirred in the ultrasound bath. Then the mixture was cooled to 0° C. and a solution of NaBH4 (380 mg, 10.04 mmol) in 17 mL of THF was added. The mixture was stirred at 0° C. for 1.5 hr, and then 1N HCl was carefully added. The organic layer was separated, and the aqueous phase was extracted with DCM (4×7 mL), the combined organic phases ...